Dataset: the Open Reaction Database (ORD), a public repository of structured organic reaction records. Task: describe an organic reaction: reactants, conditions, products, and yield Reactants: C1CCOC1, CC=O, O=C(Nc1ccc(Oc2ccnc3cc(C4CCNCC4)sc23)c(F)c1)c1ccnn(-c2ccc(F)cc2)c1=O. The product is CCN1CCC(c2cc3nccc(Oc4ccc(NC(=O)c5ccnn(-c6ccc(F)cc6)c5=O)cc4F)c3s2)CC1. As a reaction SMILES: [CH2:44]1[O:45][CH2:46][CH2:47][CH2:48]1.[CH:41]([CH3:42])=[O:43].[F:1][c:2]1[cH:3][c:4]([NH:24][C:25](=[O:26])[c:27]2[c:28](=[O:40])[n:29](-[c:33]3[cH:34][cH:35][c:36]([F:39])[cH:37][cH:38]3)[n:30][cH:31][cH:32]2)[cH:5][cH:6][c:7]1[O:8][c:9]1[c:10]2[c:11]([n:12][cH:13][cH:14]1)[cH:15][c:16]([CH:18]1[CH2:19][CH2:20][NH:21][CH2:22][CH2:23]1)[s:17]2>>[F:1][c:2]1[cH:3][c:4]([NH:24][C:25](=[O:26])[c:27]2[c:28](=[O:40])[n:29](-[c:33]3[cH:34][cH:35][c:36]([F:39])[cH:37][cH:38]3)[n:30][cH:31][cH:32]2)[cH:5][cH:6][c:7]1[O:8][c:9]1[c:10]2[c:11]([n:12][cH:13][cH:14]1)[cH:15][c:16]([CH:18]1[CH2:19][CH2:20][N:21]([CH2:41][CH3:42])[CH2:22][CH2:23]1)[s:17]2. Reactants: BrC=1C=C2C(=CC1)OC=1C=NC(=CC1C2\1COCC\C(=N1)\N)Cl ((E)-7-bromo-3-chloro-6′,7′-dihydro-2′H-spiro[chromeno[2,3-c]pyridine-5,3′-[1,4]oxazepin]-5′-amine), FC1=NC=CC=C1B(O)O (2-fluoropyridin-3-ylboronic acid), Pd(AmPhos)2Cl2, P(=O)([O-])([O-])[O-].[K+].[K+].[K+] (potassium phosphate). Reaction conditions: temperature 90 celsius. Product: ClC1=CC2=C(C=N1)OC1=CC=C(C=C1C2\1COCC\C(=N1)\N)C=1C(=NC=CC1)F ((E)-3-chloro-7-(2-fluoropyridin-3-yl)-6′,7′-dihydro-2′H-spiro[chromeno[2,3-c]pyridine-5,3′-[1,4]oxazepin]-5′-amine). Reaction SMILES: Br[C:2]1[CH:3]=[C:4]2[C:15]3([CH2:16][O:17][CH2:18][CH2:19][C:20]([NH2:22])=[N:21]3)[C:14]3[CH:13]=[C:12]([Cl:23])[N:11]=[CH:10][C:9]=3[O:8][C:5]2=[CH:6][CH:7]=1.[F:24][C:25]1[C:30](B(O)O)=[CH:29][CH:28]=[CH:27][N:26]=1.P([O-])([O-])([O-])=O.[K+].[K+].[K+]>>[Cl:23][C:12]1[N:11]=[CH:10][C:9]2[O:8][C:5]3[C:4]([C:15]4([CH2:16][O:17][CH2:18][CH2:19][C:20]([NH2:22])=[N:21]4)[C:14]=2[CH:13]=1)=[CH:3][C:2]([C:30]1[C:25]([F:24])=[N:26][CH:27]=[CH:28][CH:29]=1)=[CH:7][CH:6]=3 |f:2.3.4.5|. Procedure: A vial was charged with (E)-7-bromo-3-chloro-6′,7′-dihydro-2′H-spiro[chromeno[2,3-c]pyridine-5,3′-[1,4]oxazepin]-5′-amine (280.9 mg, 0.712 mmol), 2-fluoropyridin-3-ylboronic acid (150 mg, 1.068 mmol), Pd(AmPhos)2Cl2 (25.2 mg, 0.036 mmol), and potassium phosphate (453 mg, 2.135 mmol). The vial was flushed with Ar (g), then 1,4-dioxane (2669 μL) and water (890 μL) were added in sequence. The vial was sealed and heated in a microwave reactor for 20 min at 90° C. The mixture was extracted with EtOAc... Reactants: CC(C)(C)[Si](C)(C)OC1CCC(Nc2ccc(SC(F)(F)F)cc2)CC1, CCOCC, CCCC[N+](CCCC)(CCCC)CCCC, [F-], C1CCOC1. Product: CCCC[N+](CCCC)(CCCC)CCCC, [F-], OC1CCC(Nc2ccc(SC(F)(F)F)cc2)CC1. RXN SMILES: [C:1]([Si:2]([CH3:3])([CH3:4])[O:6][CH:7]1[CH2:8][CH2:9][CH:10]([NH:13][c:14]2[cH:15][cH:16][c:17]([S:20][C:21]([F:22])([F:23])[F:24])[cH:18][cH:19]2)[CH2:11][CH2:12]1)([CH3:5])([CH3:25])[CH3:26].[CH2:50]([O:51][CH2:52][CH3:53])[CH3:54].[CH3:28][CH2:29][CH2:30][CH2:31][N+:32]([CH2:33][CH2:34][CH2:35][CH3:36])([CH2:37][CH2:38][CH2:39][CH3:40])[CH2:41][CH2:42][CH2:43][CH3:44].[F-:27].[O:45]1[CH2:46][CH2:47][CH2:48][CH2:49]1>>[CH3:28][CH2:29][CH2:30][CH2:31][N+:32]([CH2:33][CH2:34][CH2:35][CH3:36])([CH2:37][CH2:38][CH2:39][CH3:40])[CH2:41][CH2:42][CH2:43][CH3:44].[F-:27].[OH:6][CH:7]1[CH2:8][CH2:9][CH:10]([NH:13][c:14]2[cH:15][cH:16][c:17]([S:20][C:21]([F:22])([F:23])[F:24])[cH:18][cH:19]2)[CH2:11][CH2:12]1. The reactants are ClCC=1C=C(C(=O)O)C=CC1 (3-Chloromethyl-benzoic acid), [H-].[Na+] (sodium hydride), C(CC=C)OCC1=CC=C(C(=O)O)C=C1 (4-But-3-enyloxymethyl-benzoic acid). Run in C(C)O (ethanol). Product: C(C)OCC=1C=C(C(=O)O)C=CC1 (3-ethoxymethyl-benzoic acid). RXN SMILES: Cl[CH2:2][C:3]1[CH:4]=[C:5]([CH:9]=[CH:10][CH:11]=1)[C:6]([OH:8])=[O:7].[H-].[Na+].[CH2:14]([O:18]CC1C=CC(C(O)=O)=CC=1)[CH2:15]C=C>C(O)C>[CH2:14]([O:18][CH2:2][C:3]1[CH:4]=[C:5]([CH:9]=[CH:10][CH:11]=1)[C:6]([OH:8])=[O:7])[CH3:15] |f:1.2|. Procedure details: The reaction of ethanol and 3-Chloromethyl-benzoic acid in the presence of sodium hydride was performed as described for Compound 33 to give 3-ethoxymethyl-benzoic acid as white powder. 1H-NMR (400 MHz, d6-DMSO): 7.89 (m, 1 arom.H); 7.84 (m, 1 arom.H); 7.54 (m, 1 arom.H); 7.46 (m, 1 arom.H); 4.49 (s, OCH2C6H4—); 3.48 (q, J=6.9, CH3CH2); 1.15 (t, J=6.9, CH3CH2). 13C-NMR (100 MHz, d6-DMSO): 167.24 (—C═O); 139.26; 131.67; 130.76; 128.51; 128.23; 128.06; 71.01; 65.14; 15.07.